This data is from the Open Reaction Database (ORD), a public repository of structured organic reaction records. The task is: describe an organic reaction: reactants, conditions, products, and yield The reactants are CC1(C)CCC(C)(C)c2cc(CC#Cc3ccc(CO)cc3)ccc21, ClCCl, [Mg+2], O=S(=O)([O-])[O-]. Product: CC1(C)CCC(C)(C)c2cc(CC#Cc3ccc(C=O)cc3)ccc21. RXN SMILES: [CH3:1][C:2]1([CH3:25])[c:3]2[cH:4][cH:5][c:6]([CH2:14][C:15]#[C:16][c:17]3[cH:18][cH:19][c:20]([CH2:23][OH:24])[cH:21][cH:22]3)[cH:7][c:8]2[C:9]([CH3:12])([CH3:13])[CH2:10][CH2:11]1.[Cl:32][CH2:33][Cl:34].[Mg+2:26].[O-:27][S:28](=[O:29])(=[O:30])[O-:31]>>[CH3:1][C:2]1([CH3:25])[c:3]2[cH:4][cH:5][c:6]([CH2:14][C:15]#[C:16][c:17]3[cH:18][cH:19][c:20]([CH:23]=[O:24])[cH:21][cH:22]3)[cH:7][c:8]2[C:9]([CH3:12])([CH3:13])[CH2:10][CH2:11]1.